Dataset: the Open Reaction Database (ORD), a public repository of structured organic reaction records. Task: describe an organic reaction: reactants, conditions, products, and yield Reactants: CN(C)C=O, CCN(C(C)C)C(C)C, O=C(O)CCCC(=O)Nc1cc(Cc2n[nH]c(=O)c3ccccc23)ccc1F, O. The product is O=C1CCCC(=O)N1c1cc(Cc2n[nH]c(=O)c3ccccc23)ccc1F. RXN SMILES: [CH3:39][N:40]([CH3:41])[CH:42]=[O:43].[CH:1]([N:2]([CH:3]([CH3:4])[CH3:5])[CH2:6][CH3:7])([CH3:8])[CH3:9].[F:10][c:11]1[c:12]([NH:29][C:30](=[O:31])[CH2:32][CH2:33][CH2:34][C:35](=[O:36])[OH:37])[cH:13][c:14]([CH2:17][c:18]2[n:19][nH:20][c:21](=[O:28])[c:22]3[cH:23][cH:24][cH:25][cH:26][c:27]23)[cH:15][cH:16]1.[OH2:38]>>[F:10][c:11]1[c:12]([N:29]2[C:30](=[O:31])[CH2:32][CH2:33][CH2:34][C:35]2=[O:37])[cH:13][c:14]([CH2:17][c:18]2[n:19][nH:20][c:21](=[O:28])[c:22]3[cH:23][cH:24][cH:25][cH:26][c:27]23)[cH:15][cH:16]1. Starting materials: C(#N)C(CCN1CCN(CC1)C1=C(C=CC=C1)OC)(C1=NC=CC=C1)C1=NC=CC=C1 (1-[3-cyano-3,3-bis-(2-pyridyl)propyl]-4-(2-methoxyphenyl)piperazine), S(O)(O)(=O)=O (sulphuric acid), ice, O (water), [OH-].[Na+] (sodium hydroxide). The solvent is C(C)(=O)OCC (ethyl acetate). Run at temperature 125 celsius, time 1.5 hour. Yields the product N1=C(C=CC=C1)C(CCN1CCN(CC1)C1=C(C=CC=C1)OC)C1=NC=CC=C1 (1-[3,3-bis-(2-pyridyl)propyl]-4-(2-methoxyphenyl)piperazine). The yield is 81.6%. Reaction SMILES: C([C:3]([C:26]1[CH:31]=[CH:30][CH:29]=[CH:28][N:27]=1)([C:20]1[CH:25]=[CH:24][CH:23]=[CH:22][N:21]=1)[CH2:4][CH2:5][N:6]1[CH2:11][CH2:10][N:9]([C:12]2[CH:17]=[CH:16][CH:15]=[CH:14][C:13]=2[O:18][CH3:19])[CH2:8][CH2:7]1)#N.S(=O)(=O)(O)O.O.[OH-].[Na+]>C(OCC)(=O)C>[N:21]1[CH:22]=[CH:23][CH:24]=[CH:25][C:20]=1[CH:3]([C:26]1[CH:31]=[CH:30][CH:29]=[CH:28][N:27]=1)[CH2:4][CH2:5][N:6]1[CH2:11][CH2:10][N:9]([C:12]2[CH:17]=[CH:16][CH:15]=[CH:14][C:13]=2[O:18][CH3:19])[CH2:8][CH2:7]1 |f:3.4|. Procedure: A mixture of 2.44 g of compound of Example 6 and 12 mL of 70% sulphuric acid was stirred for 1.5 h at 125° C. The obtained reaction mixture was then cooled to room temperature, followed by careful pouring into 100 g of ice, dilution with water, alkalinization with 35% sodium hydroxide, and extraction with ethyl acetate (3×40 mL). The combined organic phases were then washed with water, dried on anhydrous sodium sulphate, and then evaporated to complete dryness under vacuum. The obtained crude wa... Reactants: C(CO)O (ethylene glycol), C1(=CC=C(C=C1)S(=O)(=O)O)C (p-toluenesulfonic acid), BrC=1C=C2CCC(CC2=CC1)=O (6-Bromo-2-tetralone). Run in C1(=CC=CC=C1)C (toluene). Product: C1COC2(CC3=CC=C(C=C3CC2)Br)O1 (6-bromo-2-tetralone ethylene ketal). Yield: 93.2%. Reaction SMILES: [Br:1][C:2]1[CH:3]=[C:4]2[C:9](=[CH:10][CH:11]=1)[CH2:8][C:7](=[O:12])[CH2:6][CH2:5]2.[CH2:13](O)[CH2:14][OH:15].C1(C)C=CC(S(O)(=O)=O)=CC=1>C1(C)C=CC=CC=1>[CH2:14]1[O:15][C:7]2([CH2:6][CH2:5][C:4]3[C:9](=[CH:10][CH:11]=[C:2]([Br:1])[CH:3]=3)[CH2:8]2)[O:12][CH2:13]1. Procedure: 6-Bromo-2-tetralone (2.0 g, 8.89 mmol) was dissolved in toluene (50 mL) and treated with excess ethylene glycol (4.88 mL, 88.9 mmol) and catalytic p-toluenesulfonic acid (15 mg,. The solution was stirred at reflux 16 hours, and water was removed from the reaction mixture using a Dean-Stark condenser. After cooling to ambient temperature, the tohuene solution was washed 2×1N NaOH, 1×water, 1×brine, dried over Na2SO4 and concentrated in vacuo to give 2.23 g (93%) of 6-bromo-2-tetralone ethylene ke... The reactants are CCOC(=O)c1c(CN(CC)CC)nc2sc3cnccc3c2c1-c1ccc(OC(C)C)c(OC)c1, [Cl-], [Cl-], [Cl-], [Cl-], ClCCl, [Ti+4]. Product: CCOC(=O)c1c(CN(CC)CC)nc2sc3cnccc3c2c1-c1ccc(O)c(OC)c1. As a reaction SMILES: [CH2:1]([CH3:2])[N:3]([CH2:4][CH3:5])[CH2:6][c:7]1[c:8]([C:32](=[O:33])[O:34][CH2:35][CH3:36])[c:9](-[c:20]2[cH:21][c:22]([O:30][CH3:31])[c:23]([O:26][CH:27]([CH3:28])[CH3:29])[cH:24][cH:25]2)[c:10]2[c:11]([n:12]1)[s:13][c:14]1[cH:15][n:16][cH:17][cH:18][c:19]21.[Cl-:40].[Cl-:41].[Cl-:42].[Cl-:43].[Cl:37][CH2:38][Cl:39].[Ti+4:44]>>[CH2:1]([CH3:2])[N:3]([CH2:4][CH3:5])[CH2:6][c:7]1[c:8]([C:32](=[O:33])[O:34][CH2:35][CH3:36])[c:9](-[c:20]2[cH:21][c:22]([O:30][CH3:31])[c:23]([OH:26])[cH:24][cH:25]2)[c:10]2[c:11]([n:12]1)[s:13][c:14]1[cH:15][n:16][cH:17][cH:18][c:19]21. Starting materials: C(#N)CN(CC(=O)OCC)C1=CC(=C(C=C1)Cl)Cl (Ethyl N-(cyanomethyl)-N-(3,4-dichlorophenyl)glycinate), [Li+].[OH-] (LiOH), FC(C(=O)O)(F)F (trifluoroacetic acid), Cl (HCl), O1CCOCC1 (dioxane). Solvent: O (water), CC#N.O (CH3CN H2O), C1CCOC1 (THF). Conditions: time 2 hour. Yields the product C(#N)CN(CC(=O)O)C1=CC(=C(C=C1)Cl)Cl (N-(cyanomethyl)-N-(3,4-dichlorophenyl)glycine). The yield is 96.6%. As a reaction SMILES: [C:1]([CH2:3][N:4]([C:11]1[CH:16]=[CH:15][C:14]([Cl:17])=[C:13]([Cl:18])[CH:12]=1)[CH2:5][C:6]([O:8]CC)=[O:7])#[N:2].[Li+].[OH-].FC(F)(F)C(O)=O.Cl.O1CCOCC1>C1COCC1.O.CC#N.O>[C:1]([CH2:3][N:4]([C:11]1[CH:16]=[CH:15][C:14]([Cl:17])=[C:13]([Cl:18])[CH:12]=1)[CH2:5][C:6]([OH:8])=[O:7])#[N:2] |f:1.2,8.9|. Procedure details: Ethyl N-(cyanomethyl)-N-(3,4-dichlorophenyl)glycinate (1.00 g, 3.48 mmol) was dissolved in 10 mL of THF and treated with LiOH (83.4 mg, 3.48 mmol) dissolved in 2 mL of water. After 2 h, HPLC (Eclipse XDB-C18, 4.6×250 mm, 5 micron, 1-99% CH3CN/H2O with 0.1% trifluoroacetic acid) showed that all of the starting material (Rt=7.6 min) was gone and that a single new peak (Rt=6.2 min) had formed. The reaction mixture was treated with a solution of 4.0M HCl in dioxane (1.74 mL, 6.96 mmol) and then the ... Reaction conditions: time 8 hour. Procedure: 1.022 g (7 mmol) of glucal are taken up in 2 ml of ethyl acetate and 30 ml of vinyl acetate, 400 mg of lipase from Candida cylindracea lipase OF (Meito Sangyo Co. Ltd.) are added, and the mixture is stirred at room temperature overnight. After the reusable enzyme has been separated off, and subsequent chromatography or crystallization, 1.12-1.25 g of 6-O-acetylglucal (85-95% yield) are obtained. The solvent is C(C)(=O)OC=C (vinyl acetate). The reactants are O1C=C[C@@H](O)[C@H](O)[C@H]1CO (glucal), C(C)(=O)OCC (ethyl acetate). RXN SMILES: [O:1]1[C@H:8]([CH2:9][OH:10])[C@@H:6]([OH:7])[C@H:4]([OH:5])[CH:3]=[CH:2]1.[C:11](OCC)(=[O:13])[CH3:12]>C(OC=C)(=O)C>[C:11]([O:10][CH2:9][C@H:8]1[O:1][CH:2]=[CH:3][C@@H:4]([OH:5])[C@@H:6]1[OH:7])(=[O:13])[CH3:12]. The product is C(C)(=O)OC[C@@H]1[C@H]([C@@H](C=CO1)O)O (6-O-acetylglucal). Isolated yield 85.0%. The reactants are COC1=CC(=CC=2C(N3C(NC12)=CC(=N3)C(=O)O)=O)OC (4,9-dihydro-5,7-dimethoxy-9-oxo-pyrazolo-[5,1-b]quinazoline-2-carboxylic acid), C(=O)(N1C=NC=C1)N1C=NC=C1 (1,1'-carbonyldiimidazole), O.NC1=NN=NN1 (5-amino-1H-tetrazole, monohydrate). Run in CN(C)C=O (DMF). Product: COC1=CC(=CC=2C(N3C(NC12)=CC(=N3)C(=O)NC3=NN=NN3)=O)OC (4,9-dihydro-5,7-dimethoxy-9-oxo-N-1H-tetrazol-5-yl-pyrazolo-[5,1-b]quinazoline-2-carboxamide). Isolated yield 43.8%. RXN SMILES: [CH3:1][O:2][C:3]1[C:12]2[NH:11][C:10]3=[CH:13][C:14]([C:16]([OH:18])=O)=[N:15][N:9]3[C:8](=[O:19])[C:7]=2[CH:6]=[C:5]([O:20][CH3:21])[CH:4]=1.C(N1C=CN=C1)(N1C=CN=C1)=O.O.[NH2:35][C:36]1[NH:40][N:39]=[N:38][N:37]=1>CN(C=O)C>[CH3:1][O:2][C:3]1[C:12]2[NH:11][C:10]3=[CH:13][C:14]([C:16]([NH:35][C:36]4[NH:40][N:39]=[N:38][N:37]=4)=[O:18])=[N:15][N:9]3[C:8](=[O:19])[C:7]=2[CH:6]=[C:5]([O:20][CH3:21])[CH:4]=1 |f:2.3|. Procedure details: From 4,9-dihydro-5,7-dimethoxy-9-oxo-pyrazolo-[5,1-b]quinazoline-2-carboxylic acid (1.54 g; 5 mmole), DMF (300 ml), 1,1'-carbonyldiimidazole (1.8 g; 11 mmole) and 5-amino-1H-tetrazole, monohydrate (0.52 g; 5 mmole), following the procedure of Example 3, there is obtained 4,9-dihydro-5,7-dimethoxy-9-oxo-N-1H-tetrazol-5-yl-pyrazolo-[5,1-b]quinazoline-2-carboxamide (0.78 g); mp 338°-342° (d). The reactants are cupric chloride dihydrate, S(=O)=O (sulfur dioxide), CC1=C2C(NS(=O)(=O)C2=CC=C1)=O (4-methylsaccharin), diazonium salt, S(=O)(=O)(Cl)Cl (sulfonyl chloride), [OH-].[NH4+] (ammonium hydroxide), ClC=1C=CC=C(C1C(=O)OC)N (methyl 6-chloro-anthranilate), N(=O)[O-].[Na+] (sodium nitrite). The solvent is C(C)(=O)O (acetic acid), O (water), Cl (HCl), O (water), C(C)(=O)O (acetic acid). Yields the product ClC1=C2C(NS(=O)(=O)C2=CC=C1)=O (4-chlorosaccharin). Yield: 62.0%. RXN SMILES: C[C:2]1[CH:12]=[CH:11][CH:10]=[C:9]2[C:3]=1[C:4](=[O:13])[NH:5][S:6]2(=[O:8])=[O:7].[Cl:14]C1C=CC=C(N)C=1C(OC)=O.N([O-])=O.[Na+].S(=O)=O.S(Cl)(Cl)(=O)=O.[OH-].[NH4+]>C(O)(=O)C.Cl.O>[Cl:14][C:2]1[CH:12]=[CH:11][CH:10]=[C:9]2[C:3]=1[C:4](=[O:13])[NH:5][S:6]2(=[O:8])=[O:7] |f:2.3,6.7|. Procedure details: 4-Chlorosaccharin was prepared by the same method as used for preparing 4-methylsaccharin using methyl 6-chloro-anthranilate (4.22 g; 22.7 mmol) in acetic acid (22 ml) and conc. HCl (40 ml) and sodium nitrite (1.68 g; 24.3 mmol) in water (7 ml) to prepare the diazonium salt which was added to cupric chloride dihydrate (1.93 g; 11.4 mmol; 0.5 equiv.) and sulfur dioxide (6.5 g; excess) in acetic acid (30 ml)/water (5 ml). The resulting sulfonyl chloride was treated with ammonium hydroxide (150 ml)... Reaction conditions: temperature 0 celsius, time 30 minute. Run in O1CCCC1 (tetrahydrofuran), O1CCCC1 (tetrahydrofuran). Yields the product C(=C)C1=C(C=CC=C1)O (2-vinylphenol). Starting materials: C(CCC)[Li] (n-butyllithium), COC1=C(C(C=O)=CC=C1)O (3-methoxysalicylaldehyde). Reported procedure: To a suspension of methyltriphenylphosphonium bromide (19.65 g, 55.00 mmol) in tetrahydrofuran (200 mL) cooled to 0° C. is added n-butyllithium (1.6 M in hexanes, 37.5 mL, 60.00 mmol) and the reaction mixture is allowed to stir at 0° C. for 30 min. The ylide is added via cannula to a solution of 3-methoxysalicylaldehyde (3.80 g, 25.00 mmol) in tetrahydrofuran (100 mL) and the reaction mixture is allowed to stir at room temperature for 3 hours. The reaction mixture is quenched by the addition of ... Reagents/catalysts: [Br-].C[P+](C1=CC=CC=C1)(C1=CC=CC=C1)C1=CC=CC=C1 (methyltriphenylphosphonium bromide). Reaction SMILES: [CH2:1]([Li])[CH2:2][CH2:3][CH3:4].C[O:7][C:8]1C=CC=[C:10]([CH:11]=O)[C:9]=1O>[Br-].C[P+](C1C=CC=CC=1)(C1C=CC=CC=1)C1C=CC=CC=1.O1CCCC1>[CH:3]([C:2]1[CH:1]=[CH:11][CH:10]=[CH:9][C:8]=1[OH:7])=[CH2:4] |f:2.3|.